This data is from the Open Reaction Database (ORD), a public repository of structured organic reaction records. The task is: describe an organic reaction: reactants, conditions, products, and yield Conditions: temperature 90 celsius. Reactants: BrC=1C=C(C=C2C(C=C(OC12)N1CCOCC1)=O)C(=O)OC (methyl 8-bromo-2-morpholino-4-oxo-4H-chromene-6-carboxylate), C(CCC)[Sn](C(=C)OCC)(CCCC)CCCC (tributyl(1-ethoxyvinyl)stannane). Procedure: To a stirred suspension of methyl 8-bromo-2-morpholino-4-oxo-4H-chromene-6-carboxylate (40 g, 108 mmol, as described in Example 1.00) in dioxane (300 mL) was added tributyl(1-ethoxyvinyl)stannane (38.5 mL, 114 mmol) and bis(triphenylphosphine) palladium (II) chloride (3.05 g, 4.35 mmol). The mixture was purged with nitrogen and heated at 90° C. overnight. More tributyl(1-ethoxyvinyl)stannane (20 mL) and bis(triphenylphosphine) palladium (II) chloride (1.5 g) were added and the reaction mixture h... Solvent: O1CCOCC1 (dioxane). Product: C(C)(=O)C=1C=C(C=C2C(C=C(OC12)N1CCOCC1)=O)C(=O)OC (methyl 8-acetyl-2-morpholino-4-oxo-4H-chromene-6-carboxylate). The reagents and catalysts are [Pd](Cl)Cl.C1(=CC=CC=C1)P(C1=CC=CC=C1)C1=CC=CC=C1.C1(=CC=CC=C1)P(C1=CC=CC=C1)C1=CC=CC=C1 (bis(triphenylphosphine) palladium (II) chloride). The yield is 69.9%. As a reaction SMILES: Br[C:2]1[CH:3]=[C:4]([C:19]([O:21][CH3:22])=[O:20])[CH:5]=[C:6]2[C:11]=1[O:10][C:9]([N:12]1[CH2:17][CH2:16][O:15][CH2:14][CH2:13]1)=[CH:8][C:7]2=[O:18].C([Sn](CCCC)(CCCC)[C:28]([O:30]CC)=[CH2:29])CCC>O1CCOCC1.[Pd](Cl)Cl.C1(P(C2C=CC=CC=2)C2C=CC=CC=2)C=CC=CC=1.C1(P(C2C=CC=CC=2)C2C=CC=CC=2)C=CC=CC=1>[C:28]([C:2]1[CH:3]=[C:4]([C:19]([O:21][CH3:22])=[O:20])[CH:5]=[C:6]2[C:11]=1[O:10][C:9]([N:12]1[CH2:17][CH2:16][O:15][CH2:14][CH2:13]1)=[CH:8][C:7]2=[O:18])(=[O:30])[CH3:29] |f:3.4.5|. Starting materials: O=C1OC(=O)C2=C1CCCC2, Cc1ccccc1, CCCCCOC(=O)COc1cc(N)c(F)cc1Cl, O, Cc1ccc(S(=O)(=O)O)cc1. Product: CCCCCOC(=O)COc1cc(N2C(=O)C3=C(CCCC3)C2=O)c(F)cc1Cl. As a reaction SMILES: [C:20]1(=[O:30])[C:21]2=[C:22]([C:23](=[O:24])[O:25]1)[CH2:26][CH2:27][CH2:28][CH2:29]2.[CH3:42][c:43]1[cH:44][cH:45][cH:46][cH:47][cH:48]1.[Cl:1][c:2]1[cH:3][c:4]([F:19])[c:5]([NH2:6])[cH:7][c:8]1[O:9][CH2:10][C:11](=[O:12])[O:13][CH2:14][CH2:15][CH2:16][CH2:17][CH3:18].[OH2:49].[c:31]1([CH3:32])[cH:33][cH:34][c:35]([S:36]([OH:37])(=[O:38])=[O:39])[cH:40][cH:41]1>>[Cl:1][c:2]1[cH:3][c:4]([F:19])[c:5]([N:6]2[C:20](=[O:25])[C:21]3=[C:22]([C:23]2=[O:24])[CH2:26][CH2:27][CH2:28][CH2:29]3)[cH:7][c:8]1[O:9][CH2:10][C:11](=[O:12])[O:13][CH2:14][CH2:15][CH2:16][CH2:17][CH3:18]. The reactants are BrC(c1ccccc1)c1ccccc1, O=C([O-])[O-], CN(C)C=O, [K+], [K+], O, CCOC(=O)COc1cccc2c1CCc1sc(S)nc1-2. Yields the product CCOC(=O)COc1cccc2c1CCc1sc(SC(c3ccccc3)c3ccccc3)nc1-2. Reaction SMILES: [Br:22][CH:23]([c:24]1[cH:25][cH:26][cH:27][cH:28][cH:29]1)[c:30]1[cH:31][cH:32][cH:33][cH:34][cH:35]1.[C:36](=[O:37])([O-:38])[O-:39].[CH3:42][N:43]([CH3:44])[CH:45]=[O:46].[K+:40].[K+:41].[OH2:47].[SH:1][c:2]1[s:3][c:4]2[c:5]([n:6]1)-[c:7]1[cH:8][cH:9][cH:10][c:11]([O:15][CH2:16][C:17](=[O:18])[O:19][CH2:20][CH3:21])[c:12]1[CH2:13][CH2:14]2>>[S:1]([c:2]1[s:3][c:4]2[c:5]([n:6]1)-[c:7]1[cH:8][cH:9][cH:10][c:11]([O:15][CH2:16][C:17](=[O:18])[O:19][CH2:20][CH3:21])[c:12]1[CH2:13][CH2:14]2)[CH:23]([c:24]1[cH:25][cH:26][cH:27][cH:28][cH:29]1)[c:30]1[cH:31][cH:32][cH:33][cH:34][cH:35]1.